From a dataset of the Open Reaction Database (ORD), a public repository of structured organic reaction records. describe an organic reaction: reactants, conditions, products, and yield Starting materials: NCCSCC1=NC=CC=C1OC (2-[2-aminoethylthiomethyl]-3methoxypyridine), C(#N)N=C(SC)SC (dimethyl N-cyanodithioimidocarbonate). Run in C(C)O (ethanol), C(C)O (ethanol). Reaction conditions: time 8 hour. Yields the product C(#N)NC(SC)=NCCSCC1=NC=CC=C1OC (N-cyano-N'-[2-((3-methoxy-2-pyridyl)methylthio)ethyl]-S-methylisothiourea). RXN SMILES: [NH2:1][CH2:2][CH2:3][S:4][CH2:5][C:6]1[C:11]([O:12][CH3:13])=[CH:10][CH:9]=[CH:8][N:7]=1.[C:14]([N:16]=[C:17](SC)[S:18][CH3:19])#[N:15]>C(O)C>[C:14]([NH:16][C:17](=[N:1][CH2:2][CH2:3][S:4][CH2:5][C:6]1[C:11]([O:12][CH3:13])=[CH:10][CH:9]=[CH:8][N:7]=1)[S:18][CH3:19])#[N:15]. Procedure details: A solution of 2-[2-aminoethylthiomethyl]-3methoxypyridine (2.1g in ethanol (15 ml) was added over one hour to a stirred solution of dimethyl N-cyanodithioimidocarbonate (1.5 g) in ethanol (15 ml). The mixture was allowed to stand overnight and nitrogen was bubbled through for one hour. The crystalline precipitate was recrystallised from ethanol/ether to yield N-cyano-N'-[2-((3-methoxy-2-pyridyl)methylthio)ethyl]-S-methylisothiourea (2.2 g), m.p. 102°-103°. Starting materials: CC(N)c1ccc(Br)cn1, ClCCCl, Cc1oncc1-c1ccc(CC(=O)O)cc1, CCN(C(C)C)C(C)C, ClCCl, Cl, CN(C)C=O. Yields the product Cc1oncc1-c1ccc(CC(=O)NC(C)c2ccc(Br)cn2)cc1. Reaction SMILES: [Br:18][c:19]1[cH:20][cH:21][c:22]([CH:25]([CH3:26])[NH2:27])[n:23][cH:24]1.[CH2:28]([Cl:29])[CH2:30][Cl:31].[CH3:1][c:2]1[c:3](-[c:7]2[cH:8][cH:9][c:10]([CH2:13][C:14](=[O:15])[OH:16])[cH:11][cH:12]2)[cH:4][n:5][o:6]1.[CH:32]([N:33]([CH2:34][CH3:35])[CH:36]([CH3:37])[CH3:38])([CH3:39])[CH3:40].[Cl:46][CH2:47][Cl:48].[ClH:17].[O:41]=[CH:42][N:43]([CH3:44])[CH3:45]>>[CH3:1][c:2]1[c:3](-[c:7]2[cH:8][cH:9][c:10]([CH2:13][C:14](=[O:16])[NH:27][CH:25]([c:22]3[cH:21][cH:20][c:19]([Br:18])[cH:24][n:23]3)[CH3:26])[cH:11][cH:12]2)[cH:4][n:5][o:6]1. The reactants are C1CCOC1, CCO, COC(=O)C1CC2CN1C(=O)C(C1CCCCC1)NCCCCC=Cc1cccc(c1)-c1cccc(c1)CO2, [Li+], [OH-], O. Yields the product O=C(O)C1CC2CN1C(=O)C(C1CCCCC1)NCCCCC=Cc1cccc(c1)-c1cccc(c1)CO2. RXN SMILES: [CH2:42]1[O:43][CH2:44][CH2:45][CH2:46]1.[CH3:47][CH2:48][OH:49].[CH:3]1([CH:9]2[C:10](=[O:41])[N:11]3[CH:12]([C:37](=[O:38])[O:39][CH3:40])[CH2:13][CH:14]([O:15][CH2:16][c:17]4[cH:18][cH:19][cH:20][c:21]([cH:35]4)-[c:22]4[cH:23][cH:24][cH:25][c:26]([cH:34]4)[CH:27]=[CH:28][CH2:29][CH2:30][CH2:31][CH2:32][NH:33]2)[CH2:36]3)[CH2:4][CH2:5][CH2:6][CH2:7][CH2:8]1.[Li+:2].[OH-:1].[OH2:50]>>[CH:3]1([CH:9]2[C:10](=[O:41])[N:11]3[CH:12]([C:37](=[O:38])[OH:39])[CH2:13][CH:14]([O:15][CH2:16][c:17]4[cH:18][cH:19][cH:20][c:21]([cH:35]4)-[c:22]4[cH:23][cH:24][cH:25][c:26]([cH:34]4)[CH:27]=[CH:28][CH2:29][CH2:30][CH2:31][CH2:32][NH:33]2)[CH2:36]3)[CH2:4][CH2:5][CH2:6][CH2:7][CH2:8]1. Starting materials: CCN=C=NCCCN(C)C.Cl (EDCI.HCl), CCN(C(C)C)C(C)C (DIPEA), C1(=CC=CC=C1)C1=CC(=NN1)C(=O)NCC(=O)N1CCC(CC1)OC1=C(C(=O)O)C=CC=C1 (2-(1-{2-[(5-phenyl-1H-pyrazole-3-carbonyl)-amino]-acetyl}-piperidin-4-yloxy)-benzoic acid), C=1C=CC2=C(C1)N=NN2O (HOBt), Cl.CN (methyl amine hydrochloride). Run in O (water), CN(C)C=O (DMF). Reaction conditions: time 2 minute. Yields the product CNC(=O)C1=C(OC2CCN(CC2)C(CNC(=O)C2=NNC(=C2)C2=CC=CC=C2)=O)C=CC=C1 (5-phenyl-1H-pyrazole-3-carboxylic acid {2-[4-(2-methylcarbamoyl-phenoxy)-piperidin-1-yl]-2-oxo-ethyl}-amide). Isolated yield 31.1%. Reaction SMILES: C[CH2:2][N:3](C(C)C)C(C)C.[C:10]1([C:16]2[NH:20][N:19]=[C:18]([C:21]([NH:23][CH2:24][C:25]([N:27]3[CH2:32][CH2:31][CH:30]([O:33][C:34]4[CH:42]=[CH:41][CH:40]=[CH:39][C:35]=4[C:36]([OH:38])=O)[CH2:29][CH2:28]3)=[O:26])=[O:22])[CH:17]=2)[CH:15]=[CH:14][CH:13]=[CH:12][CH:11]=1.C1C=CC2N(O)N=NC=2C=1.CCN=C=NCCCN(C)C.Cl.Cl.CN>CN(C=O)C.O>[CH3:2][NH:3][C:36]([C:35]1[CH:39]=[CH:40][CH:41]=[CH:42][C:34]=1[O:33][CH:30]1[CH2:31][CH2:32][N:27]([C:25](=[O:26])[CH2:24][NH:23][C:21]([C:18]2[CH:17]=[C:16]([C:10]3[CH:15]=[CH:14][CH:13]=[CH:12][CH:11]=3)[NH:20][N:19]=2)=[O:22])[CH2:28][CH2:29]1)=[O:38] |f:3.4,5.6|. Procedure: DIPEA (72 mg, 0.56 mmol) was added to a stirred solution of 2-(1-{2-[(5-phenyl-1H-pyrazole-3-carbonyl)-amino]-acetyl}-piperidin-4-yloxy)-benzoic acid (75 mg, 0.16 mmol) in DMF (2 mL) followed by HOBt (33 mg, 0.24 mmol) and EDCI.HCl (46 mg, 0.24 mmol). After 2 minutes of stirring, methyl amine hydrochloride (11 mg, 0.16 mmol) was added and stirring was continued at ambient temperature overnight. The reaction mixture was diluted with water, extracted with ethyl acetate, washed with brine and conce... The reactants are [BH3-]C#N, CC(C)(CC(O)(C=O)C(F)(F)F)c1cc(F)cc2c1OCC2, Cc1ccc2c(N)c(F)ccc2n1, [Na+]. Yields the product Cc1ccc2c(NCC(O)(CC(C)(C)c3cc(F)cc4c3OCC4)C(F)(F)F)c(F)ccc2n1. As a reaction SMILES: [C:36]([BH3-:37])#[N:38].[F:1][c:2]1[cH:3][c:4]([C:11]([CH2:12][C:13]([CH:14]=[O:15])([C:16]([F:17])([F:18])[F:19])[OH:20])([CH3:21])[CH3:22])[c:5]2[c:6]([cH:10]1)[CH2:7][CH2:8][O:9]2.[NH2:23][c:24]1[c:25]2[cH:26][cH:27][c:28]([CH3:35])[n:29][c:30]2[cH:31][cH:32][c:33]1[F:34].[Na+:39]>>[F:1][c:2]1[cH:3][c:4]([C:11]([CH2:12][C:13]([CH2:14][NH:23][c:24]2[c:25]3[cH:26][cH:27][c:28]([CH3:35])[n:29][c:30]3[cH:31][cH:32][c:33]2[F:34])([C:16]([F:17])([F:18])[F:19])[OH:20])([CH3:21])[CH3:22])[c:5]2[c:6]([cH:10]1)[CH2:7][CH2:8][O:9]2. Starting materials: CS(C)=O, CCOC(=O)c1sc(N)nc1C, O=S(=O)(Cl)c1ccc(-c2ccccc2)cc1. The product is CCOC(=O)c1sc(NS(=O)(=O)c2ccc(-c3ccccc3)cc2)nc1C. Reaction SMILES: [CH3:29][S:30]([CH3:31])=[O:32].[NH2:1][c:2]1[s:3][c:4]([C:8](=[O:9])[O:10][CH2:11][CH3:12])[c:5]([CH3:7])[n:6]1.[c:13]1(-[c:23]2[cH:24][cH:25][cH:26][cH:27][cH:28]2)[cH:14][cH:15][c:16]([S:19](=[O:20])(=[O:21])[Cl:22])[cH:17][cH:18]1>>[NH:1]([c:2]1[s:3][c:4]([C:8](=[O:9])[O:10][CH2:11][CH3:12])[c:5]([CH3:7])[n:6]1)[S:19]([c:16]1[cH:15][cH:14][c:13](-[c:23]2[cH:24][cH:25][cH:26][cH:27][cH:28]2)[cH:18][cH:17]1)(=[O:20])=[O:21]. The reactants are CC(=O)OO, CC(C)Cc1ccc(C(C)C=O)cc1, CC(=O)O, Cc1cccc(C)n1, CCOC(C)=O. Product: CC(C)Cc1ccc(C(C)C(=O)O)cc1. As a reaction SMILES: [C:27]([O:28][OH:29])(=[O:30])[CH3:31].[CH2:1]([CH:2]([CH3:3])[CH3:4])[c:5]1[cH:6][cH:7][c:8]([CH:11]([CH:12]=[O:13])[CH3:14])[cH:9][cH:10]1.[CH3:15][C:16]([OH:17])=[O:18].[CH3:19][c:20]1[cH:21][cH:22][cH:23][c:24]([CH3:25])[n:26]1.[CH3:32][CH2:33][O:34][C:35](=[O:36])[CH3:37]>>[CH2:1]([CH:2]([CH3:3])[CH3:4])[c:5]1[cH:6][cH:7][c:8]([CH:11]([C:12]([OH:13])=[O:17])[CH3:14])[cH:9][cH:10]1. Reported procedure: The nitro group of 2-nitro-4-methoxy-6-chlorobenzaldehyde (1 equivalent) is reduced to the amine by refluxing in benzene or ethanol with iron powder (the powder having been pretreated with concentrated hydrochloric acid). This amine is then treated with guanidine hydrochloride as described above (step k) to yield the quinazoline (COMPOUND XXIII) which is purified by column chromatography and/or crystallization. Benzoylation of this product is performed as described above (step d), to yield COMPO... RXN SMILES: [N+:1]([C:4]1[CH:11]=[C:10](OC)[CH:9]=[C:8](Cl)[C:5]=1[CH:6]=O)([O-])=O.C(O)C.Cl.Cl.[NH2:20][C:21](N)=N>C1C=CC=CC=1.[Fe]>[N:1]1[C:4]2[C:5](=[CH:8][CH:9]=[CH:10][CH:11]=2)[CH:6]=[N:20][CH:21]=1 |f:3.4|. The reactants are [N+](=O)([O-])C1=C(C=O)C(=CC(=C1)OC)Cl (2-nitro-4-methoxy-6-chlorobenzaldehyde), Cl (hydrochloric acid), amine, C(C)O (ethanol), amine, Cl.NC(=N)N (guanidine hydrochloride). Yields the product N1=CN=CC2=CC=CC=C12 (quinazoline). The reagents and catalysts are [Fe] (iron). Solvent: C1=CC=CC=C1 (benzene). Starting materials: CCCc1c(NC(C)=O)ccc(C(C)=O)c1O, CCO, Cl. Yields the product CCCc1c(N)ccc(C(C)=O)c1O. Reaction SMILES: [C:1]([CH3:2])(=[O:3])[c:4]1[c:5]([OH:17])[c:6]([CH2:14][CH2:15][CH3:16])[c:7]([NH:10][C:11](=[O:12])[CH3:13])[cH:8][cH:9]1.[CH3:19][CH2:20][OH:21].[ClH:18]>>[C:1]([CH3:2])(=[O:3])[c:4]1[c:5]([OH:17])[c:6]([CH2:14][CH2:15][CH3:16])[c:7]([NH2:10])[cH:8][cH:9]1. Starting materials: COC(=O)C1=NC(=C(C(=C1Cl)N)F)C1=CC=C(C=C1)Cl (4-Amino-3-chloro-6-(4-chlorophenyl)-5-fluoropyridine-2-carboxylic acid methyl ester), C[Sn](C)(C)C (tetramethylstannane). The reagents and catalysts are Cl[Pd]([P](C1=CC=CC=C1)(C2=CC=CC=C2)C3=CC=CC=C3)([P](C4=CC=CC=C4)(C5=CC=CC=C5)C6=CC=CC=C6)Cl (bis(triphenylphosphine)palladium(II) dichloride). Conditions: temperature 130 celsius. Yields the product COC(=O)C1=NC(=C(C(=C1C)N)F)C1=CC=C(C=C1)Cl (4-Amino-6-(4-chlorophenyl)-5-fluoro-3-methylpyridine-2-carboxylic acid methyl ester). The yield is 38.2%. Reaction SMILES: [CH3:1][O:2][C:3]([C:5]1[C:10](Cl)=[C:9]([NH2:12])[C:8]([F:13])=[C:7]([C:14]2[CH:19]=[CH:18][C:17]([Cl:20])=[CH:16][CH:15]=2)[N:6]=1)=[O:4].[CH3:21][Sn](C)(C)C>Cl[Pd](Cl)([P](C1C=CC=CC=1)(C1C=CC=CC=1)C1C=CC=CC=1)[P](C1C=CC=CC=1)(C1C=CC=CC=1)C1C=CC=CC=1>[CH3:1][O:2][C:3]([C:5]1[C:10]([CH3:21])=[C:9]([NH2:12])[C:8]([F:13])=[C:7]([C:14]2[CH:19]=[CH:18][C:17]([Cl:20])=[CH:16][CH:15]=2)[N:6]=1)=[O:4] |^1:28,47|. Reported procedure: 4-Amino-3-chloro-6-(4-chlorophenyl)-5-fluoropyridine-2-carboxylic acid methyl ester (0.400 g, 1.269 mmol), tetramethylstannane (3.41 g, 19.04 mmol), and bis(triphenylphosphine)palladium(II) dichloride (0.089 g, 0.127 mmol) were combined and heated to 130° C. for 25 min in a CEM microwave reactor. The cooled reaction mixture was concentrated onto silica gel and purified by flash chromatography on silica gel (ethyl acetate/hexane gradient) to yield the title compound (0.143 g, 38.2% yield): 1H NMR...